The task is: describe an organic reaction: reactants, conditions, products, and yield. This data is from the Open Reaction Database (ORD), a public repository of structured organic reaction records. Reactants: C(C)(C)(C)OC(N(C)C(C(C1=CC=CC=C1)C1=CC=CC=C1)C=O)=O ((1-formyl-2,2-diphenyl-ethyl)-methyl-carbamic acid tert-butyl ester), S(=O)(=O)(O)[O-].[K+] (potassium hydrogen sulfate), CCOC(=O)CP(=O)(OCC)OCC (phosphonoacetic acid triethyl ester), 0C, [H-].[Na+] (sodium hydride). Solvent: O1CCCC1 (tetrahydrofuran), O (water), C(C)(=O)OCC (ethyl acetate), O1CCCC1 (tetrahydrofuran), O1CCCC1 (tetrahydrofuran), CCCCC (pentane). The product is C(C)OC(C=CC(C(C1=CC=CC=C1)C1=CC=CC=C1)N(C)C(=O)OC(C)(C)C)=O (4-(N-tert-Butoxycarbonyl-N-methyl-amino)-5,5-diphenyl-pent-2-enoic acid ethyl ester). Reaction SMILES: [CH3:1][CH2:2][O:3][C:4]([CH2:6]P(OCC)(OCC)=O)=[O:5].[H-].[Na+].[C:17]([O:21][C:22](=[O:41])[N:23]([CH:25]([CH:39]=O)[CH:26]([C:33]1[CH:38]=[CH:37][CH:36]=[CH:35][CH:34]=1)[C:27]1[CH:32]=[CH:31][CH:30]=[CH:29][CH:28]=1)[CH3:24])([CH3:20])([CH3:19])[CH3:18].S([O-])(O)(=O)=O.[K+]>O1CCCC1.O.C(OCC)(=O)C.CCCCC>[CH2:2]([O:3][C:4](=[O:5])[CH:6]=[CH:39][CH:25]([N:23]([C:22]([O:21][C:17]([CH3:18])([CH3:20])[CH3:19])=[O:41])[CH3:24])[CH:26]([C:33]1[CH:34]=[CH:35][CH:36]=[CH:37][CH:38]=1)[C:27]1[CH:32]=[CH:31][CH:30]=[CH:29][CH:28]=1)[CH3:1] |f:1.2,4.5|. Procedure: A solution of 14 ml (68 mmol) of phosphonoacetic acid triethyl ester in 130 ml of tetrahydrofuran is added at 0C to a solution of 3.7 g (84 mmol) of 55-65% sodium hydride dispersion (washed three times with pentane) in 130 ml of tetrahydrofuran. After 1 hour a solution of 13.6 g (40 mmol) of (1-formyl-2,2-diphenyl-ethyl)-methyl-carbamic acid tert-butyl ester in 130 ml of tetrahydrofuran is added dropwise thereto. After 4 hours the reaction mixture is rendered neutral with 1M potassium hydrogen s... The reactants are CS(C)=O, CCN(C(C)C)C(C)C, Fc1ccc(-c2csc(N3CCNCC3)n2)cc1, O, O=C(Nc1cnccn1)OCC(Cl)(Cl)Cl. The product is O=C(Nc1cnccn1)N1CCN(c2nc(-c3ccc(F)cc3)cs2)CC1. As a reaction SMILES: [CH3:44][S:45]([CH3:46])=[O:47].[CH:34]([N:35]([CH:36]([CH3:37])[CH3:38])[CH2:39][CH3:40])([CH3:41])[CH3:42].[F:16][c:17]1[cH:18][cH:19][c:20](-[c:23]2[n:24][c:25]([N:28]3[CH2:29][CH2:30][NH:31][CH2:32][CH2:33]3)[s:26][cH:27]2)[cH:21][cH:22]1.[OH2:43].[n:1]1[c:2]([NH:7][C:8]([O:9][CH2:10][C:11]([Cl:12])([Cl:13])[Cl:14])=[O:15])[cH:3][n:4][cH:5][cH:6]1>>[n:1]1[c:2]([NH:7][C:8](=[O:15])[N:31]2[CH2:30][CH2:29][N:28]([c:25]3[n:24][c:23](-[c:20]4[cH:19][cH:18][c:17]([F:16])[cH:22][cH:21]4)[cH:27][s:26]3)[CH2:33][CH2:32]2)[cH:3][n:4][cH:5][cH:6]1.